This data is from the Open Reaction Database (ORD), a public repository of structured organic reaction records. The task is: describe an organic reaction: reactants, conditions, products, and yield Starting materials: CC=1C=C(C=CC1N)C1(C2=CC(=CC=C2C=2C=CC(=CC12)C#C[Si](C)(C)C)C#C[Si](C)(C)C)C1=CC(=C(C=C1)N)C (9,9-bis(3-methyl-4-aminophenyl)-2,7-bis(trimethylsilylethynyl)fluorene), CC=1C=C(C=CC1N)C1(C2=CC(=CC=C2C=2C=CC(=CC12)CC(C#C)(C)O)CC(C#C)(O)C)C1=CC(=C(C=C1)N)C (9,9-bis(3-methyl-4-aminophenyl)-2,7-bis(2-hydroxy-2-methyl-3-butynyl)fluorene), ( 3 ), C[Si](C)(C)C#C (trimethylsilylacetylene), CC(C)(C#C)O (2-methyl-3-butyne-2-ol). Product: C(#C)C1=C(C=2CC3=CC=CC=C3C2C=C1)C#C (Diethynylfluorene). As a reaction SMILES: CC1C=C([C:9]2(C3C=CC(N)=C(C)C=3)[C:21]3[CH:20]=[C:19](C#C[Si](C)(C)C)[CH:18]=[CH:17][C:16]=3[C:15]3[C:10]2=[CH:11][C:12]([C:28]#[C:29][Si](C)(C)C)=[CH:13][CH:14]=3)C=CC=1N.C[Si]([C:46]#[CH:47])(C)C.CC(O)(C#C)C.CC1C=C(C2(C3C=CC(N)=C(C)C=3)C3C=C(CC(O)(C)C#C)C=CC=3C3C2=CC(CC(C)(O)C#C)=CC=3)C=CC=1N>>[C:28]([C:12]1[CH:13]=[CH:14][C:15]2[C:16]3[C:21](=[CH:20][CH:19]=[CH:18][CH:17]=3)[CH2:9][C:10]=2[C:11]=1[C:46]#[CH:47])#[CH:29]. Procedure details: Diethynylfluorene was synthesized by the same method as in the synthesis method of 9,9-bis(3-methyl-4-aminophenyl)-2,7-bis(trimethylsilylethynyl)fluorene represented by Example 1 except that trimethylsilylacetylene was replaced with 2-methyl-3-butyne-2-ol. The obtained compound was measured by the NMR and then the compound was 9,9-bis(3-methyl-4-aminophenyl)-2,7-bis(2-hydroxy-2-methyl-3-butynyl)fluorene represented by the following formula (3). Reactants: CCO, CCCN(c1ccncc1)n1ccc2cc(OCc3ccccc3)ccc21. Yields the product CCCN(c1ccncc1)n1ccc2cc(O)ccc21. Reaction SMILES: [CH3:28][CH2:29][OH:30].[c:1]1([CH2:2][O:8][c:9]2[cH:10][c:11]3[cH:12][cH:13][n:14]([N:18]([c:19]4[cH:20][cH:21][n:22][cH:23][cH:24]4)[CH2:25][CH2:26][CH3:27])[c:15]3[cH:16][cH:17]2)[cH:3][cH:4][cH:5][cH:6][cH:7]1>>[OH:8][c:9]1[cH:10][c:11]2[cH:12][cH:13][n:14]([N:18]([c:19]3[cH:20][cH:21][n:22][cH:23][cH:24]3)[CH2:25][CH2:26][CH3:27])[c:15]2[cH:16][cH:17]1. Solvent: C(C)O (ethanol), O (water), CC(C)(C)OC (MTBE). Procedure: A mixture of 1-cyclobutyl-[1,4]diazepane (prepared e.g. as in Example 13 above, 20.0 g, 129.7 mmol, 1.00 eq), water (95.2 g) and NaOH 30% aq. (34.6 g, 259.5 mmol, 2.00 eq) was cooled to 10-15° C. To the resulting mixture was added a solution of 6-chloronicotinic acid chloride (24.0 g, 136.4 mmol, 1.05 eq) in MTBE (250.0 g) at 10-15° C., over about 30-45 min, while stirring vigorously. The resulting emulsion was maintained at 10-20° C. for 45-60° C., before the layers were allowed to separate. Th... The reactants are Cl (HCl), C1(CCC1)N1CCNCCC1 (1-Cyclobutyl-[1,4]diazepane), [OH-].[Na+] (NaOH), ClC1=NC=C(C(=O)Cl)C=C1 (6-chloronicotinic acid chloride). Reaction SMILES: [CH:1]1([N:5]2[CH2:11][CH2:10][CH2:9][NH:8][CH2:7][CH2:6]2)[CH2:4][CH2:3][CH2:2]1.[OH-].[Na+].[Cl:14][C:15]1[CH:23]=[CH:22][C:18]([C:19](Cl)=[O:20])=[CH:17][N:16]=1.Cl>CC(OC)(C)C.C(O)C.O>[ClH:14].[Cl:14][C:15]1[N:16]=[CH:17][C:18]([C:19]([N:8]2[CH2:9][CH2:10][CH2:11][N:5]([CH:1]3[CH2:4][CH2:3][CH2:2]3)[CH2:6][CH2:7]2)=[O:20])=[CH:22][CH:23]=1 |f:1.2,8.9|. Conditions: temperature 12.5 celsius, time 37.5 minute. The product is Cl.ClC1=CC=C(C=N1)C(=O)N1CCN(CCC1)C1CCC1 ((6-Chloro-pyridin-3-yl)-(4-cyclobutyl-[1,4]diazepan-1-yl)-methanone HCl Salt). The reactants are [Li]CCCC, COP(C)(=O)OC, COC(=O)CC(C)CCC=C(C)C, CCCCCC, C1CCOC1. Product: COP(=O)(CC(=O)CC(C)CCC=C(C)C)OC. As a reaction SMILES: [CH2:7]([Li:8])[CH2:9][CH2:10][CH3:11].[CH3:12][P:13]([O:14][CH3:15])([O:16][CH3:17])=[O:18].[CH3:19][CH:20]([CH2:21][C:22](=[O:23])[O:24][CH3:25])[CH2:26][CH2:27][CH:28]=[C:29]([CH3:30])[CH3:31].[CH3:1][CH2:2][CH2:3][CH2:4][CH2:5][CH3:6].[O:32]1[CH2:33][CH2:34][CH2:35][CH2:36]1>>[CH2:12]([P:13]([O:14][CH3:15])([O:16][CH3:17])=[O:18])[C:22]([CH2:21][CH:20]([CH3:19])[CH2:26][CH2:27][CH:28]=[C:29]([CH3:30])[CH3:31])=[O:23]. Reactants: C(=O)(O)C1=CC=C(C=C1)C1=C(C=CC(=C1)C)C=C1C(NC2=CC=CC=C12)=O (3-(4-carboxyphenyl-4'-methylphenyl)methylene-oxindole), CO (methanol), S(O)(O)(=O)=O (sulfuric acid). Yields the product COC(=O)C1=CC=C(C=C1)C1=C(C=CC(=C1)C)C=C1C(NC2=CC=CC=C12)=O (3-(4-methoxycarbonylphenyl-4'-methylphenyl)methylene-oxindole). As a reaction SMILES: [C:1]([C:4]1[CH:9]=[CH:8][C:7]([C:10]2[CH:15]=[C:14]([CH3:16])[CH:13]=[CH:12][C:11]=2[CH:17]=[C:18]2[C:26]3[C:21](=[CH:22][CH:23]=[CH:24][CH:25]=3)[NH:20][C:19]2=[O:27])=[CH:6][CH:5]=1)([OH:3])=[O:2].S(=O)(=O)(O)O.[CH3:33]O>>[CH3:33][O:2][C:1]([C:4]1[CH:5]=[CH:6][C:7]([C:10]2[CH:15]=[C:14]([CH3:16])[CH:13]=[CH:12][C:11]=2[CH:17]=[C:18]2[C:26]3[C:21](=[CH:22][CH:23]=[CH:24][CH:25]=3)[NH:20][C:19]2=[O:27])=[CH:8][CH:9]=1)=[O:3]. Procedure: The resultant compound 29 (22.0 g) was added to 1000 ml methanol, and the mixture was refluxed with heat for 8 hours through use of 50 ml of conc. sulfuric acid. After completion of reaction, the reaction mixture was cooled, methanol evaporated, followed by extraction with ethyl acetate. The extract was washed with water, saturated sodium bicarbonate water, and saturated brine, and subsequently dried over sodium sulfate, and then evaporated. The resultant crude product was purified by silica gel... Starting materials: NC1=CC(=NN1C1=CC=C(C(=O)O)C=C1)C(C)(C)C (4-(5-amino-3-tert-butyl-pyrazol-1-yl)-benzoic acid), N1CCOCC1 (morpholine), C(CCl)Cl (EDC), C1CCOC1 (THF). Reaction conditions: time 2 hour. The product is NC1=CC(=NN1C1=CC=C(C=C1)C1COCCN1C=O)C(C)(C)C (5-[4-(5-Amino-3-tert-butyl-pyrazol-1-yl)-phenyl]-morpholin-4-yl-methanone). As a reaction SMILES: [NH2:1][C:2]1[N:6]([C:7]2[CH:15]=[CH:14][C:10]([C:11](O)=O)=[CH:9][CH:8]=2)[N:5]=[C:4]([C:16]([CH3:19])([CH3:18])[CH3:17])[CH:3]=1.[NH:20]1[CH2:25][CH2:24][O:23][CH2:22][CH2:21]1.C(Cl)CCl.C1C[O:33]CC1>>[NH2:1][C:2]1[N:6]([C:7]2[CH:15]=[CH:14][C:10]([CH:11]3[N:20]([CH:25]=[O:33])[CH2:21][CH2:22][O:23][CH2:24]3)=[CH:9][CH:8]=2)[N:5]=[C:4]([C:16]([CH3:19])([CH3:18])[CH3:17])[CH:3]=1. Procedure: To a solution of 515 mg (1.98 mmol) 4-(5-amino-3-tert-butyl-pyrazol-1-yl)-benzoic acid and 259 μL (2.98 mMol) morpholine in 8 mL THF, 495 mg (2.58 mmol) of EDC are added at rt. The reaction is stirred at rt for 2 h. After completion, the resulting reaction mixture is concentrated and the residue is taken up in CH2Cl2, washed with brine (2×), dried and concentrated. The residual crude product is purified by flash chromatography (SiO2, CH2Cl2/MeOH; gradient 0-5% MeOH) to give the title compound as...